Dataset: the Open Reaction Database (ORD), a public repository of structured organic reaction records. Task: describe an organic reaction: reactants, conditions, products, and yield Reactants: CCO, CCOC(=O)CCN(C)C(=O)c1ccc(NC(c2oc3ccc(OC4CCOCC4)cc3c2C)C2CCCCC2)cc1, [Na+], [OH-]. Product: Cc1c(C(Nc2ccc(C(=O)N(C)CCC(=O)O)cc2)C2CCCCC2)oc2ccc(OC3CCOCC3)cc12. As a reaction SMILES: [CH3:45][CH2:46][OH:47].[CH:1]1([CH:7]([c:8]2[o:9][c:10]3[c:11]([c:12]2[CH3:13])[cH:14][c:15]([O:18][CH:19]2[CH2:20][CH2:21][O:22][CH2:23][CH2:24]2)[cH:16][cH:17]3)[NH:25][c:26]2[cH:27][cH:28][c:29]([C:32](=[O:33])[N:34]([CH2:35][CH2:36][C:37](=[O:38])[O:39][CH2:40][CH3:41])[CH3:42])[cH:30][cH:31]2)[CH2:2][CH2:3][CH2:4][CH2:5][CH2:6]1.[Na+:44].[OH-:43]>>[CH:1]1([CH:7]([c:8]2[o:9][c:10]3[c:11]([c:12]2[CH3:13])[cH:14][c:15]([O:18][CH:19]2[CH2:20][CH2:21][O:22][CH2:23][CH2:24]2)[cH:16][cH:17]3)[NH:25][c:26]2[cH:27][cH:28][c:29]([C:32](=[O:33])[N:34]([CH2:35][CH2:36][C:37](=[O:38])[OH:39])[CH3:42])[cH:30][cH:31]2)[CH2:2][CH2:3][CH2:4][CH2:5][CH2:6]1.